Dataset: the Open Reaction Database (ORD), a public repository of structured organic reaction records. Task: describe an organic reaction: reactants, conditions, products, and yield Reactants: c1cnc2c(c1)cc1n2CCC1, CN(C)C=O, [Na+], [OH-], O=P(Cl)(Cl)Cl. Product: O=Cc1c2n(c3ncccc13)CCC2. As a reaction SMILES: [CH2:6]1[CH2:7][CH2:8][n:9]2[c:10]1[cH:11][c:12]1[cH:13][cH:14][cH:15][n:16][c:17]21.[CH3:20][N:21]([CH:22]=[O:23])[CH3:24].[Na+:19].[OH-:18].[P:1]([Cl:2])([Cl:3])([Cl:4])=[O:5]>>[CH2:6]1[CH2:7][CH2:8][n:9]2[c:10]1[c:11]([CH:22]=[O:23])[c:12]1[cH:13][cH:14][cH:15][n:16][c:17]21. Reactants: Cl, NC1CCC(CCN2CCC(c3cccc4c3OCO4)CC2)CC1, O=C(O)C1(O)CCCCC1. Product: O=C(NC1CCC(CCN2CCC(c3cccc4c3OCO4)CC2)CC1)C1(O)CCCCC1. As a reaction SMILES: [ClH:1].[O:2]1[CH2:3][O:4][c:5]2[c:6]1[cH:7][cH:8][cH:9][c:10]2[CH:11]1[CH2:12][CH2:13][N:14]([CH2:17][CH2:18][CH:19]2[CH2:20][CH2:21][CH:22]([NH2:25])[CH2:23][CH2:24]2)[CH2:15][CH2:16]1.[OH:26][C:27]1([C:33](=[O:34])[OH:35])[CH2:28][CH2:29][CH2:30][CH2:31][CH2:32]1>>[O:2]1[CH2:3][O:4][c:5]2[c:6]1[cH:7][cH:8][cH:9][c:10]2[CH:11]1[CH2:12][CH2:13][N:14]([CH2:17][CH2:18][CH:19]2[CH2:20][CH2:21][CH:22]([NH:25][C:33]([C:27]3([OH:26])[CH2:28][CH2:29][CH2:30][CH2:31][CH2:32]3)=[O:34])[CH2:23][CH2:24]2)[CH2:15][CH2:16]1. Reaction SMILES: [C:29](=[O:30])([O-:31])[O-:32].[CH3:20][O:21][c:22]1[cH:23][cH:24][c:25]([OH:28])[cH:26][cH:27]1.[CH3:35][S:36]([CH3:37])=[O:38].[Cs+:33].[Cs+:34].[s:1]1[c:2]([CH:10]([C:11]#[N:12])[c:13]2[n:14][c:15]([Cl:19])[n:16][cH:17][cH:18]2)[n:3][c:4]2[c:5]1[cH:6][cH:7][cH:8][cH:9]2>>[s:1]1[c:2]([CH:10]([C:11]#[N:12])[c:13]2[n:14][c:15]([O:28][c:25]3[cH:24][cH:23][c:22]([O:21][CH3:20])[cH:27][cH:26]3)[n:16][cH:17][cH:18]2)[n:3][c:4]2[c:5]1[cH:6][cH:7][cH:8][cH:9]2. The product is COc1ccc(Oc2nccc(C(C#N)c3nc4ccccc4s3)n2)cc1. The reactants are O=C([O-])[O-], COc1ccc(O)cc1, CS(C)=O, [Cs+], [Cs+], N#CC(c1ccnc(Cl)n1)c1nc2ccccc2s1. As a reaction SMILES: [Cl-].[In+3].[Cl-].[Cl-].FC(F)(F)C(O)=O.[Cl:12][C:13]1[CH:18]=[CH:17][C:16]([CH:19](O)[CH:20]2[CH2:22][CH:21]2[C:23]#[N:24])=[CH:15][CH:14]=1.[F:26][C:27]1[CH:28]=[C:29]2[C:33](=[C:34]([CH2:36][S:37]([CH3:40])(=[O:39])=[O:38])[CH:35]=1)[NH:32][CH:31]=[CH:30]2>ClCCCl>[Cl:12][C:13]1[CH:18]=[CH:17][C:16]([CH:19]([C:30]2[C:29]3[C:33](=[C:34]([CH2:36][S:37]([CH3:40])(=[O:38])=[O:39])[CH:35]=[C:27]([F:26])[CH:28]=3)[NH:32][CH:31]=2)[CH:20]2[CH2:22][CH:21]2[C:23]#[N:24])=[CH:15][CH:14]=1 |f:0.1.2.3|. Run in ClCCCl (1,2-dichloroethane). Procedure: 128 mg (0.58 mmol) of indium(III) chloride and 0.07 ml (0.87 mmol) of trifluoroacetic acid were added to 100 mg (0.48 mmol) of the compound from Example 167A and 149 mg (0.58 mmol) of the compound from Example 87A with a purity of 88% under argon in 5 ml of 1,2-dichloroethane, and the mixture was heated under reflux overnight. It was concentrated and the residue was taken up in ethyl acetate, washed with saturated aqueous sodium bicarbonate solution and saturated aqueous sodium chloride solution... Starting materials: [Cl-].[In+3].[Cl-].[Cl-] (indium(III) chloride), FC(C(=O)O)(F)F (trifluoroacetic acid), ClC1=CC=C(C=C1)C(C1C(C1)C#N)O (2-[(4-Chlorophenyl)(hydroxy)methyl]cyclopropanecarbonitrile), FC=1C=C2C=CNC2=C(C1)CS(=O)(=O)C (5-Fluoro-7-[(methylsulfonyl)methyl]-1H-indole). Yields the product ClC1=CC=C(C=C1)C(C1C(C1)C#N)C1=CNC2=C(C=C(C=C12)F)CS(=O)(=O)C (2-[(4-Chlorophenyl){5-fluoro-7-[(methylsulfonyl)methyl]-1H-indol-3-yl}methyl]cyclopropane-carbonitrile). RXN SMILES: [F:1][C:2]1[CH:9]=[CH:8][C:5]([CH2:6][NH2:7])=[CH:4][CH:3]=1.Cl[C:11]1[C:12]2[CH:24]=[C:23]([CH3:25])[S:22][C:13]=2[N:14]=[C:15]([C:17]2[O:21][N:20]=[CH:19][CH:18]=2)[N:16]=1>>[O:21]1[C:17]([C:15]2[N:16]=[C:11]([NH:7][CH2:6][C:5]3[CH:8]=[CH:9][C:2]([F:1])=[CH:3][CH:4]=3)[C:12]3[CH:24]=[C:23]([CH3:25])[S:22][C:13]=3[N:14]=2)=[CH:18][CH:19]=[N:20]1. The product is O1N=CC=C1C=1N=C(C2=C(N1)SC(=C2)C)NCC2=CC=C(C=C2)F (2-(isoxazol-5-yl)-4-(4-fluorobenzylamino)-6-methyl-thieno-[2,3-d]-pyrimidine). Reported procedure: With the procedure of Example 1, the reaction of 4-fluorobenzylamine with 4-chloro-2-(isoxazol-5-yl)-6-methyl-thieno-[2,3-d]-pyrimidine yields 2-(isoxazol-5-yl)-4-(4-fluorobenzylamino)-6-methyl-thieno-[2,3-d]-pyrimidine. The reactants are FC1=CC=C(CN)C=C1 (4-fluorobenzylamine), ClC=1C2=C(N=C(N1)C1=CC=NO1)SC(=C2)C (4-chloro-2-(isoxazol-5-yl)-6-methyl-thieno-[2,3-d]-pyrimidine). Product: C1(=CC=CC=C1)C=1N=C(OC1C1=CC=CC=C1)C1OCCC1CC=1C=C(OCC(=O)[O-])C=CC1.[Na+] (sodium [3-[[2-(4,5-diphenyloxazol-2-yl)tetrahydrofuran-3-yl]methyl]phenoxy]-acetate). Reaction SMILES: [C:1]1([C:7]2[N:8]=[C:9]([CH:18]3[CH:22]([CH2:23][C:24]4[CH:25]=[C:26]([CH:34]=[CH:35][CH:36]=4)[O:27][CH2:28][C:29]([O:31]CC)=[O:30])[CH2:21][CH2:20][O:19]3)[O:10][C:11]=2[C:12]2[CH:17]=[CH:16][CH:15]=[CH:14][CH:13]=2)[CH:6]=[CH:5][CH:4]=[CH:3][CH:2]=1.[OH-].[Na+:38]>C(O)C>[C:1]1([C:7]2[N:8]=[C:9]([CH:18]3[CH:22]([CH2:23][C:24]4[CH:25]=[C:26]([CH:34]=[CH:35][CH:36]=4)[O:27][CH2:28][C:29]([O-:31])=[O:30])[CH2:21][CH2:20][O:19]3)[O:10][C:11]=2[C:12]2[CH:13]=[CH:14][CH:15]=[CH:16][CH:17]=2)[CH:2]=[CH:3][CH:4]=[CH:5][CH:6]=1.[Na+:38] |f:1.2,4.5|. The reactants are C1(=CC=CC=C1)C=1N=C(OC1C1=CC=CC=C1)C1OCCC1CC=1C=C(OCC(=O)OCC)C=CC1 (ethyl [3-[[2-(4,5-diphenyloxazol-2-yl)tetrahydrofuran-3-yl]methyl]phenoxy]acetate), [OH-].[Na+] (NaOH). Procedure: To a solution of ethyl [3-[[2-(4,5-diphenyloxazol-2-yl)tetrahydrofuran-3-yl]methyl]phenoxy]acetate (560 mg) in ethanol (20 ml) was added 1N-NaOH solution (1.2 ml). After being stirred for 4 hours at the same temperature, the solvent was removed in vacuo to give sodium [3-[[2-(4,5-diphenyloxazol-2-yl)tetrahydrofuran-3-yl]methyl]phenoxy]-acetate (0.46 g). Reaction conditions: time 4 hour. Run in C(C)O (ethanol). The reactants are ClC1=NC(=C[N+](=C1)[O-])OC (2-Chloro-6-methoxypyrazine 4-oxide), [OH-].[NH4+] (ammonium hydroxide). The product is NC1=NC(=C[N+](=C1)[O-])OC (2-Amino-6-methoxypyrazine 4-oxide). Reaction SMILES: Cl[C:2]1[CH:7]=[N+:6]([O-:8])[CH:5]=[C:4]([O:9][CH3:10])[N:3]=1.[OH-].[NH4+:12]>>[NH2:12][C:2]1[CH:7]=[N+:6]([O-:8])[CH:5]=[C:4]([O:9][CH3:10])[N:3]=1 |f:1.2|. Reported procedure: 2-Chloro-6-methoxypyrazine 4-oxide is treated with an excess of ammonium hydroxide in an autoclave at 150° C. for 14 hours. The reaction mixture is cooled and evaporated to dryness to give the crude product which may be used in the next step as is. Reactants: C(=O)(OC)C1=CC=C(N)C=C1 (4-carbomethoxy aniline), Cl (hydrochloric acid), ice, OC1=CC(OC(=C1)C)=O (4-hydroxy-6-methyl pyr-2-one), C([O-])([O-])=O.[Na+].[Na+] (sodium carbonate), N(=O)[O-].[Na+] (sodium nitrite). Run in O (water), O (water), O (water). Run at temperature 5 celsius, time 3 hour. The product is C(=O)(OC)C1=CC=C(C=C1)NN=C1C(OC(=CC1=O)C)=O (3-(4-carbomethoxyphenylhydrazono)-4-oxo-6-methylpyr-2-one). The yield is 94.4%. RXN SMILES: [C:1]([C:5]1[CH:11]=[CH:10][C:8]([NH2:9])=[CH:7][CH:6]=1)([O:3][CH3:4])=[O:2].Cl.[N:13]([O-])=O.[Na+].[OH:17][C:18]1[CH:23]=[C:22]([CH3:24])[O:21][C:20](=[O:25])[CH:19]=1.C(=O)([O-])[O-].[Na+].[Na+]>O>[C:1]([C:5]1[CH:11]=[CH:10][C:8]([NH:9][N:13]=[C:19]2[C:18](=[O:17])[CH:23]=[C:22]([CH3:24])[O:21][C:20]2=[O:25])=[CH:7][CH:6]=1)([O:3][CH3:4])=[O:2] |f:2.3,5.6.7|. Procedure details: To a mixture of 3.78 g (0.025 mol) 4-carbomethoxy aniline and 10 ml of 12 N hydrochloric acid in 15 ml of water, cooled to 5° C., there is added dropwise a solution of 1.9 g (0.0275 mol) sodium nitrite in 5 ml of water. The solution formed is added to an ice cooled solution of 3.15 g (0.025 mol) 4-hydroxy-6-methyl pyr-2-one and 11 g (0.1025 mol) sodium carbonate in 65 ml of water. The suspension formed is stirred at 5° C. for 1 hr and at room temperature for 3 hrs. The suspension is vacuum filte... Reactants: CC(=O)NCCN, CS(C)=O, O=C(CN1CCCCC1)Nc1cc(Cl)nc(-c2ccccc2)n1. The product is CC(=O)NCCNc1cc(NC(=O)CN2CCCCC2)nc(-c2ccccc2)n1. Reaction SMILES: [C:24]([CH3:25])(=[O:26])[NH:27][CH2:28][CH2:29][NH2:30].[CH3:31][S:32]([CH3:33])=[O:34].[Cl:1][c:2]1[cH:3][c:4]([NH:14][C:15]([CH2:16][N:17]2[CH2:18][CH2:19][CH2:20][CH2:21][CH2:22]2)=[O:23])[n:5][c:6](-[c:8]2[cH:9][cH:10][cH:11][cH:12][cH:13]2)[n:7]1>>[c:2]1([NH:30][CH2:29][CH2:28][NH:27][C:24]([CH3:25])=[O:26])[cH:3][c:4]([NH:14][C:15]([CH2:16][N:17]2[CH2:18][CH2:19][CH2:20][CH2:21][CH2:22]2)=[O:23])[n:5][c:6](-[c:8]2[cH:9][cH:10][cH:11][cH:12][cH:13]2)[n:7]1.